Dataset: the Open Reaction Database (ORD), a public repository of structured organic reaction records. Task: describe an organic reaction: reactants, conditions, products, and yield The reactants are [BH4-], CC(C)(Oc1ccc(C#N)cc1)C(=O)Cc1ccc(OCc2ccccc2)c[n+]1[O-], CCO, [Na+], O. Yields the product CC(C)(Oc1ccc(C#N)cc1)C(O)Cc1ccc(OCc2ccccc2)c[n+]1[O-]. As a reaction SMILES: [BH4-:1].[CH2:3]([c:4]1[cH:5][cH:6][cH:7][cH:8][cH:9]1)[O:10][c:11]1[cH:12][cH:13][c:14]([CH2:18][C:19]([C:20]([CH3:21])([CH3:22])[O:23][c:24]2[cH:25][cH:26][c:27]([C:30]#[N:31])[cH:28][cH:29]2)=[O:32])[n+:15]([O-:17])[cH:16]1.[CH3:33][CH2:34][OH:35].[Na+:2].[OH2:36]>>[CH2:3]([c:4]1[cH:5][cH:6][cH:7][cH:8][cH:9]1)[O:10][c:11]1[cH:12][cH:13][c:14]([CH2:18][CH:19]([C:20]([CH3:21])([CH3:22])[O:23][c:24]2[cH:25][cH:26][c:27]([C:30]#[N:31])[cH:28][cH:29]2)[OH:32])[n+:15]([O-:17])[cH:16]1. The reactants are COc1cccc(N2CC(C)NC(C)C2)n1, O=C(NCC(F)(F)F)C1(CCCCBr)c2ccccc2-c2ccccc21. As a reaction SMILES: [CH3:1][O:2][c:3]1[cH:4][cH:5][cH:6][c:7]([N:9]2[CH2:10][CH:11]([CH3:16])[NH:12][CH:13]([CH3:15])[CH2:14]2)[n:8]1.[F:17][C:18]([CH2:19][NH:20][C:21](=[O:22])[C:23]1([CH2:36][CH2:37][CH2:38][CH2:39][Br:40])[c:24]2[cH:25][cH:26][cH:27][cH:28][c:29]2-[c:30]2[cH:31][cH:32][cH:33][cH:34][c:35]21)([F:41])[F:42]>>[CH3:1][O:2][c:3]1[cH:4][cH:5][cH:6][c:7]([N:9]2[CH2:10][CH:11]([CH3:16])[N:12]([CH2:39][CH2:38][CH2:37][CH2:36][C:23]3([C:21]([NH:20][CH2:19][C:18]([F:17])([F:41])[F:42])=[O:22])[c:24]4[cH:25][cH:26][cH:27][cH:28][c:29]4-[c:30]4[cH:31][cH:32][cH:33][cH:34][c:35]43)[CH:13]([CH3:15])[CH2:14]2)[n:8]1. Yields the product COc1cccc(N2CC(C)N(CCCCC3(C(=O)NCC(F)(F)F)c4ccccc4-c4ccccc43)C(C)C2)n1. Starting materials: CCOC(C)=O, CCOC(C)=O, Cc1c(C2CC2)nc2ccc([N+](=O)[O-])cn12, Cl, O=C(O)c1ccc(-c2ccccn2)cc1. Reaction SMILES: [C:32]([O:33][CH2:34][CH3:35])(=[O:36])[CH3:37].[CH3:39][CH2:40][O:41][C:42](=[O:43])[CH3:44].[CH:1]1([c:4]2[n:5][c:6]3[n:7]([cH:8][c:9]([N+:12]([O-:13])=[O:14])[cH:10][cH:11]3)[c:15]2[CH3:16])[CH2:2][CH2:3]1.[ClH:38].[n:17]1[c:18](-[c:23]2[cH:24][cH:25][c:26]([C:29](=[O:30])[OH:31])[cH:27][cH:28]2)[cH:19][cH:20][cH:21][cH:22]1>>[CH:1]1([c:4]2[n:5][c:6]3[n:7]([cH:8][c:9]([NH:12][C:29]([c:26]4[cH:25][cH:24][c:23](-[c:18]5[n:17][cH:22][cH:21][cH:20][cH:19]5)[cH:28][cH:27]4)=[O:30])[cH:10][cH:11]3)[c:15]2[CH3:16])[CH2:2][CH2:3]1.[ClH:38]. The product is Cc1c(C2CC2)nc2ccc(NC(=O)c3ccc(-c4ccccn4)cc3)cn12, Cl. Reactants: BrC1=CC=C(C=C1)C1=NCC(NC2=C1C=C(C(=C2)OC)OC)=O (5-(4-bromophenyl)-7,8-dimethoxy-1,3-dihydro-2H-1,4-benzodiazepin-2-one), atmosphere, C(=O)([O-])[O-].[K+].[K+] (K2CO3), CI (MeI), O (water). Run in CN(C)C=O (DMF). Reaction conditions: time 30 minute. The product is C1(=CC=CC=C1)C1=NCC(NC2=C1C=C(C(=C2)OC)OCC)=O (5-phenyl-7-ethoxy-8-methoxy-1,3-dihydro-2H-1,4-benzodiazepin-2-one). Isolated yield 73.0%. As a reaction SMILES: Br[C:2]1[CH:7]=[CH:6][C:5]([C:8]2[C:14]3[CH:15]=[C:16]([O:21][CH3:22])[C:17]([O:19][CH3:20])=[CH:18][C:13]=3[NH:12][C:11](=[O:23])[CH2:10][N:9]=2)=[CH:4][CH:3]=1.[C:24]([O-])([O-])=O.[K+].[K+].CI.O>CN(C=O)C>[C:5]1([C:8]2[C:14]3[CH:15]=[C:16]([O:21][CH2:22][CH3:24])[C:17]([O:19][CH3:20])=[CH:18][C:13]=3[NH:12][C:11](=[O:23])[CH2:10][N:9]=2)[CH:6]=[CH:7][CH:2]=[CH:3][CH:4]=1 |f:1.2.3|. Procedure details: To a solution of 100 mg (0.267 mmol) of 5-(4-bromophenyl)-7,8-dimethoxy-1,3-dihydro-2H-1,4-benzodiazepin-2-one (XXIIaf) in 2 ml of anhydrous DMF, add under an inert atmosphere 48 mg (0.35 mmol) of K2CO3. After 30 minutes at room temperature, add dropwise 25 μl (0.4 mmol) of MeI. Allow to stand at room temperature for 12 hours. Add 30 ml of water. Extract three times with 30 ml of EtO2. Dry the organic fractions on Na2SO4. Purify by chromatography (AcOEt 1/hexane 1). Recrystallize in EtO2. One ob... Yields the product CCOC(=O)C(Cc1cccc(OC(F)(F)C(F)F)c1)C(=O)c1ccc(Oc2ccc(Cl)c(CC)c2)cc1. Starting materials: COCCOC, CCOC(=O)CC(=O)c1ccc(Oc2ccc(Cl)c(CC)c2)cc1, FC(F)C(F)(F)Oc1cccc(CBr)c1, [H-], [Na+], O. Reaction SMILES: [CH3:43][O:44][CH2:45][CH2:46][O:47][CH3:48].[Cl:1][c:2]1[c:3]([CH2:23][CH3:24])[cH:4][c:5]([O:8][c:9]2[cH:10][cH:11][c:12]([C:15]([CH2:16][C:17](=[O:18])[O:19][CH2:20][CH3:21])=[O:22])[cH:13][cH:14]2)[cH:6][cH:7]1.[F:27][C:28]([CH:29]([F:30])[F:31])([O:32][c:33]1[cH:34][c:35]([CH2:39][Br:40])[cH:36][cH:37][cH:38]1)[F:41].[H-:25].[Na+:26].[OH2:42]>>[Cl:1][c:2]1[c:3]([CH2:23][CH3:24])[cH:4][c:5]([O:8][c:9]2[cH:10][cH:11][c:12]([C:15]([CH:16]([C:17](=[O:18])[O:19][CH2:20][CH3:21])[CH2:39][c:35]3[cH:34][c:33]([O:32][C:28]([F:27])([CH:29]([F:30])[F:31])[F:41])[cH:38][cH:37][cH:36]3)=[O:22])[cH:13][cH:14]2)[cH:6][cH:7]1. Reactants: FC1=CC=C(C=C1)N1N=CC=2N(CCCC21)C(CN2N=CC(=C2)I)=O (1-[1-(4-fluorophenyl)-6,7-dihydro-5H-pyrazolo[4,3-b]pyridin-4-yl]-2-(4-iodopyrazol-1-yl)ethanone), CN(C)C=O (DMF). Reagents/catalysts: [C-]#N.[C-]#N.[Zn+2] (Zn(CN)2), C=1C=CC(=CC1)/C=C/C(=O)/C=C/C2=CC=CC=C2.C=1C=CC(=CC1)/C=C/C(=O)/C=C/C2=CC=CC=C2.C=1C=CC(=CC1)/C=C/C(=O)/C=C/C2=CC=CC=C2.[Pd].[Pd] (Pd2(dba)3), C1=CC=C(C=C1)P([C-]2C=CC=C2)C3=CC=CC=C3.C1=CC=C(C=C1)P([C-]2C=CC=C2)C3=CC=CC=C3.[Fe+2] (dppf). Run at temperature 90 celsius. Yields the product C(#N)C=1C=NN(C1)CC(=O)N1C2=C(CCC1)N(N=C2)C2=CC=C(C=C2)F (2-(4-cyanopyrazol-1-yl)-1-[1-(4-fluorophenyl)-6,7-dihydro-5H-pyrazolo[4,3-b]pyridin-4-yl]ethanone). The yield is 68.0%. RXN SMILES: [F:1][C:2]1[CH:7]=[CH:6][C:5]([N:8]2[C:16]3[CH2:15][CH2:14][CH2:13][N:12]([C:17](=[O:25])[CH2:18][N:19]4[CH:23]=[C:22](I)[CH:21]=[N:20]4)[C:11]=3[CH:10]=[N:9]2)=[CH:4][CH:3]=1.[CH3:26][N:27](C=O)C>[C-]#N.[C-]#N.[Zn+2].C1C=CC(/C=C/C(/C=C/C2C=CC=CC=2)=O)=CC=1.C1C=CC(/C=C/C(/C=C/C2C=CC=CC=2)=O)=CC=1.C1C=CC(/C=C/C(/C=C/C2C=CC=CC=2)=O)=CC=1.[Pd].[Pd].C1C=CC(P(C2C=CC=CC=2)[C-]2C=CC=C2)=CC=1.C1C=CC(P(C2C=CC=CC=2)[C-]2C=CC=C2)=CC=1.[Fe+2]>[C:26]([C:22]1[CH:21]=[N:20][N:19]([CH2:18][C:17]([N:12]2[CH2:13][CH2:14][CH2:15][C:16]3[N:8]([C:5]4[CH:6]=[CH:7][C:2]([F:1])=[CH:3][CH:4]=4)[N:9]=[CH:10][C:11]2=3)=[O:25])[CH:23]=1)#[N:27] |f:2.3.4,5.6.7.8.9,10.11.12|. Procedure details: A mixture of 1-[1-(4-fluorophenyl)-6,7-dihydro-5H-pyrazolo[4,3-b]pyridin-4-yl]-2-(4-iodopyrazol-1-yl)ethanone (0.388 g, 0.86 mmol), Zn(CN)2 (0.151 g, 1.29 mmol), Pd2(dba)3 (0.079 g, 0.086 mmol) and dppf (0.072 g, 0.13 mmol) in DMF (10 mL) was heated at 90° C. for 1 hr. It was then cooled to rt. The mixture was partitioned between EtOAc (10 mL) and sat. NaHCO3 (50 mL). The organic layer was separated, dried over Na2SO4, concentrated in vacuo, and purified by flash chromatography with a gradient e... The solvent is C(C)(=O)OCC (ethyl acetate). Reagents/catalysts: [Pd] (palladium on carbon). As a reaction SMILES: [N+:1]([C:4]1[CH:9]=[CH:8][C:7]([CH3:10])=[C:6]([N:11]2[C:15](=[O:16])[C:14]3=[CH:17][C:18]([S:21]([CH3:24])(=[O:23])=[O:22])=[CH:19][CH:20]=[C:13]3[C:12]2=[O:25])[CH:5]=1)([O-])=O.CN(C)C=O.[H][H]>[Pd].C(OCC)(=O)C>[NH2:1][C:4]1[CH:9]=[CH:8][C:7]([CH3:10])=[C:6]([N:11]2[C:15](=[O:16])[C:14]3=[CH:17][C:18]([S:21]([CH3:24])(=[O:23])=[O:22])=[CH:19][CH:20]=[C:13]3[C:12]2=[O:25])[CH:5]=1. The reactants are [H][H] (hydrogen), [N+](=O)([O-])C1=CC(=C(C=C1)C)N1C(C=2C(C1=O)=CC(=CC2)S(=O)(=O)C)=O (N-(4- nitro-o-tolyl)-4-methylsulfonylphthalimide), CN(C=O)C (dimethylformamide). The product is NC1=CC(=C(C=C1)C)N1C(C=2C(C1=O)=CC(=CC2)S(=O)(=O)C)=O (N-(4-amino-o-tolyl)-4-methylsulfonylphthalimide). Procedure details: The mixture of 2.5 g of N-(4- nitro-o-tolyl)-4-methylsulfonylphthalimide, 0.1 g of palladium on carbon, 80 ml of dimethylformamide and 200 ml of ethyl acetate is hydrogenated at 2.7 atm. and room temperature until the hydrogen uptake ceases. It is filtered, the filtrate extracted with hydrochloric acid, washed with ethyl acetate, basified with sodium carbonate, reextracted with ethyl acetate, the organic solution washed with water, dried filtered and evaporated. The residue is triturated with et... Starting materials: CC#CCO, [Cl-], Clc1cc(Cc2ccccc2)ncn1, [H-], [NH4+], [Na+], C1CCOC1. Product: CC#CCOc1cc(Cc2ccccc2)ncn1. As a reaction SMILES: [CH2:3]([C:4]#[C:5][CH3:6])[OH:7].[Cl-:22].[Cl:8][c:9]1[n:10][cH:11][n:12][c:13]([CH2:15][c:16]2[cH:17][cH:18][cH:19][cH:20][cH:21]2)[cH:14]1.[H-:1].[NH4+:23].[Na+:2].[O:24]1[CH2:25][CH2:26][CH2:27][CH2:28]1>>[CH2:3]([C:4]#[C:5][CH3:6])[O:7][c:9]1[n:10][cH:11][n:12][c:13]([CH2:15][c:16]2[cH:17][cH:18][cH:19][cH:20][cH:21]2)[cH:14]1. Starting materials: N1CCC(CC1)CNC(OC(C)(C)C)=O (tert-butyl piperidin-4-ylmethylcarbamate), C1(=CC=C(C=C1)C(C)=O)C1=CC=CC=C1 (1-(biphenyl-4-yl)ethanone), solution, C(#N)[Al](CC)CC (cyanodiethylaluminum). Reagents/catalysts: CC([O-])C.[Ti+4].CC([O-])C.CC([O-])C.CC([O-])C (titanium (IV) isopropoxide). The solvent is ClCCl (dichloromethane), C1(=CC=CC=C1)C (toluene). Conditions: time 24 hour. Product: C1(=CC=C(C=C1)C(C)(C#N)N1CCC(CC1)CNC(OC(C)(C)C)=O)C1=CC=CC=C1 (tert-butyl (1-(1-(biphenyl-4-yl)-1-cyanoethyl)piperidin-4-yl)methylcarbamate). RXN SMILES: [NH:1]1[CH2:6][CH2:5][CH:4]([CH2:7][NH:8][C:9](=[O:15])[O:10][C:11]([CH3:14])([CH3:13])[CH3:12])[CH2:3][CH2:2]1.[C:16]1([C:25]2[CH:30]=[CH:29][CH:28]=[CH:27][CH:26]=2)[CH:21]=[CH:20][C:19]([C:22](=O)[CH3:23])=[CH:18][CH:17]=1.[C:31]([Al](CC)CC)#[N:32]>ClCCl.C1(C)C=CC=CC=1.CC(C)[O-].[Ti+4].CC(C)[O-].CC(C)[O-].CC(C)[O-]>[C:16]1([C:25]2[CH:30]=[CH:29][CH:28]=[CH:27][CH:26]=2)[CH:21]=[CH:20][C:19]([C:22]([N:1]2[CH2:6][CH2:5][CH:4]([CH2:7][NH:8][C:9](=[O:15])[O:10][C:11]([CH3:12])([CH3:14])[CH3:13])[CH2:3][CH2:2]2)([C:31]#[N:32])[CH3:23])=[CH:18][CH:17]=1 |f:5.6.7.8.9|. Procedure: To tert-butyl piperidin-4-ylmethylcarbamate (0.527 g) and 1-(biphenyl-4-yl)ethanone (0.483 g) in dichloromethane (6.2 mL) was added titanium (IV) isopropoxide (0.720 mL). The reaction mixture was stirred at room temperature for 24 hours. A 1.0 mol/L solution of cyanodiethylaluminum (2.46 mL) in toluene was then added dropwise and the reaction mixture was stirred at ambient temperature for another 24 hours. It was then quenched with saturated sodium bicarbonate and diluted with dichloromethane. T...